From a dataset of the Open Reaction Database (ORD), a public repository of structured organic reaction records. describe an organic reaction: reactants, conditions, products, and yield The reactants are CCOC(=O)C(Cc1cccc2ccccc12)C(=O)OCC, BrCC=Cc1ccccc1, COCCOC, [H-], [Na+], O. Product: CCOC(=O)C(CC=Cc1ccccc1)(Cc1cccc2ccccc12)C(=O)OCC. RXN SMILES: [CH2:1]([CH3:2])[O:3][C:4]([CH:5]([C:6](=[O:7])[O:8][CH2:9][CH3:10])[CH2:11][c:12]1[cH:13][cH:14][cH:15][c:16]2[cH:17][cH:18][cH:19][cH:20][c:21]12)=[O:22].[CH2:25]([CH:26]=[CH:27][c:28]1[cH:29][cH:30][cH:31][cH:32][cH:33]1)[Br:34].[CH3:36][O:37][CH2:38][CH2:39][O:40][CH3:41].[H-:23].[Na+:24].[OH2:35]>>[CH2:1]([CH3:2])[O:3][C:4]([C:5]([C:6](=[O:7])[O:8][CH2:9][CH3:10])([CH2:11][c:12]1[cH:13][cH:14][cH:15][c:16]2[cH:17][cH:18][cH:19][cH:20][c:21]12)[CH2:25][CH:26]=[CH:27][c:28]1[cH:29][cH:30][cH:31][cH:32][cH:33]1)=[O:22]. The reactants are COc1ccc2c(=O)[nH]cc(C)c2c1, Cl. Product: Cc1c[nH]c(=O)c2ccc(O)cc12. As a reaction SMILES: [CH3:1][O:2][c:3]1[cH:4][c:5]2[c:6]([CH3:14])[cH:7][nH:8][c:9](=[O:13])[c:10]2[cH:11][cH:12]1.[ClH:15]>>[OH:2][c:3]1[cH:4][c:5]2[c:6]([CH3:14])[cH:7][nH:8][c:9](=[O:13])[c:10]2[cH:11][cH:12]1. The reactants are FC=1C=C(C=CC1F)N=C=S (3,4-difluorophenylisothiocyanate), CCN=C=NCCCN(C)C.Cl (EDAC.HCl), O (Water), N(N)C(C(=O)NC=1C=CC(=NC1)N1CCC(CC1)(C(=O)OC)C)=O (methyl 1-(5-{[hydrazino(oxo)acetyl]amino}pyridin-2-yl)-4-methylpiperidine-4-carboxylate), N(N)C(C(=O)NC=1C=CC(=NC1)N1CCC(CC1)(C(=O)OC)C)=O (methyl 1-(5-{[hydrazino(oxo)acetyl]amino}pyridin-2-yl)-4-methylpiperidine-4-carboxylate). Solvent: CN(C)C=O (DMF), CN(C)C=O (DMF). Run at temperature 45 celsius. The product is FC=1C=C(C=CC1F)NC1=NN=C(O1)C(=O)NC=1C=CC(=NC1)N1CCC(CC1)(C(=O)OC)C (Methyl 1-{5-[({5-[(3,4-difluorophenyl)amino]-1,3,4-oxadiazol-2-yl}carbonyl)amino]pyridin-2-yl}-4-methylpiperidine-4-carboxylate). Yield: 79.6%. RXN SMILES: [NH:1]([C:3](=[O:24])[C:4]([NH:6][C:7]1[CH:8]=[CH:9][C:10]([N:13]2[CH2:18][CH2:17][C:16]([CH3:23])([C:19]([O:21][CH3:22])=[O:20])[CH2:15][CH2:14]2)=[N:11][CH:12]=1)=[O:5])[NH2:2].[F:25][C:26]1[CH:27]=[C:28]([N:33]=[C:34]=S)[CH:29]=[CH:30][C:31]=1[F:32].CCN=C=NCCCN(C)C.Cl.O>CN(C=O)C>[F:25][C:26]1[CH:27]=[C:28]([NH:33][C:34]2[O:24][C:3]([C:4]([NH:6][C:7]3[CH:8]=[CH:9][C:10]([N:13]4[CH2:14][CH2:15][C:16]([CH3:23])([C:19]([O:21][CH3:22])=[O:20])[CH2:17][CH2:18]4)=[N:11][CH:12]=3)=[O:5])=[N:1][N:2]=2)[CH:29]=[CH:30][C:31]=1[F:32] |f:2.3|. Procedure: To a suspension of methyl 1-(5-{[hydrazino(oxo)acetyl]amino}pyridin-2-yl)-4-methylpiperidine-4-carboxylate (Intermediate 109; 250 mg, 0.75 mmol) in anhydrous DMF (3 mL) was added 3,4-difluorophenylisothiocyanate (154 mg, 0.89 mmol) in anhydrous DMF (1 mL) and the resulting suspension heated to 45° C. for 1 hr. EDAC.HCl (172 mg, 0.89 mmol) was added and the reaction mixture heated to 85° C. for 2 hrs and then allowed to cool to ambient temperature. Water (15 mL) was added and the suspension was f... Starting materials: C(=C)[Si](O[Si](C)(C)C)(C)C=C (divinyltetramethyldisiloxane), C(=C)C1=CC=C(C=C1)C1=CC=CC=C1 (4-vinylbiphenyl), C(C)O[SiH](OCC)OCC (triethoxysilane), C1(CCCCC1)C(=O)O (cyclohexanoic acid), Teflon, C(=C)C1=CC=C(C=C1)C1=CC=CC=C1 (4-vinylbiphenyl). Run in C1(=CC=CC=C1)C (toluene). Run at temperature 50 celsius. Yields the product C1(=CC=CC=C1)C1=CC=C(CC[Si](OCC)(OCC)OCC)C=C1 (para-phenylphenethyltriethoxysilane). Isolated yield 32.0%. As a reaction SMILES: [CH:1]([C:3]1[CH:8]=[CH:7][C:6]([C:9]2[CH:14]=[CH:13][CH:12]=[CH:11][CH:10]=2)=[CH:5][CH:4]=1)=[CH2:2].[CH2:15]([O:17][SiH:18]([O:22][CH2:23][CH3:24])[O:19][CH2:20][CH3:21])[CH3:16].C1(C(O)=O)CCCCC1.C([Si](C=C)(C)O[Si](C)(C)C)=C>C1(C)C=CC=CC=1>[C:9]1([C:6]2[CH:7]=[CH:8][C:3]([CH2:1][CH2:2][Si:18]([O:22][CH2:23][CH3:24])([O:19][CH2:20][CH3:21])[O:17][CH2:15][CH3:16])=[CH:4][CH:5]=2)[CH:14]=[CH:13][CH:12]=[CH:11][CH:10]=1. Reported procedure: 361 mg Of 4-vinylbiphenyl and 394 mg of triethoxysilane were placed in a glass reaction tube and 0.0009 ml of cyclohexanoic acid was added. Then, 0.009 ml of a toluene solution of a 0-valent platinum complex of divinyltetramethyldisiloxane (platinum content: 0.0044 Wt. %) was added to this mixture. The reaction tube was sealed with Teflon tape and heated for 30 minutes in an oil bath at 50° C. When the tube contents were analyzed by GC-MS following cooling, the conversion rate of 4-vinylbiphenyl... Starting materials: C(C)OCC=1N(C2=C(C=NC=3C=CC=CC23)N1)N=C(CC)CC (N-(2-ethoxymethyl-1H-imidazo[4,5-c]quinolin-1-yl)(1-ethylpropylidene)amine), [BH4-].[Na+] (NaBH4), CeCl3.7H2O, C(Cl)(Cl)Cl (CHCl3). Solvent: CO (methanol), CO (MeOH). Conditions: time 24 hour. Yields the product C(C)OCC=1N(C2=C(C=NC=3C=CC=CC23)N1)NC(CC)CC (N-(2-ethoxymethyl-1H-imidazo[4,5-c]quinolin-1-yl)(1-ethylpropyl)amine). The yield is 56.4%. RXN SMILES: [CH2:1]([O:3][CH2:4][C:5]1[N:6]([N:18]=[C:19]([CH2:22][CH3:23])[CH2:20][CH3:21])[C:7]2[C:16]3[CH:15]=[CH:14][CH:13]=[CH:12][C:11]=3[N:10]=[CH:9][C:8]=2[N:17]=1)[CH3:2].[BH4-].[Na+].C(Cl)(Cl)Cl>CO>[CH2:1]([O:3][CH2:4][C:5]1[N:6]([NH:18][CH:19]([CH2:20][CH3:21])[CH2:22][CH3:23])[C:7]2[C:16]3[CH:15]=[CH:14][CH:13]=[CH:12][C:11]=3[N:10]=[CH:9][C:8]=2[N:17]=1)[CH3:2] |f:1.2|. Procedure details: A solution of N-(2-ethoxymethyl-1H-imidazo[4,5-c]quinolin-1-yl)(1-ethylpropylidene)amine (1.78 g, 5.73 mmol) in 20 mL of methanol was treated with NaBH4 (0.867 g, 22.9 mmol) and CeCl3.7H2O (15 mg, catalytic) and stirred under an atmosphere of nitrogen. After 24 h, the reaction was concentrated under reduced pressure, dissolved CHCl3, washed with water (2×) and brine, dried over Na2SO4, filtered and concentrated under reduced pressure to yield a yellow/green syrup. Chromatography (SiO2, 93:7 CHCl...